From a dataset of the Open Reaction Database (ORD), a public repository of structured organic reaction records. describe an organic reaction: reactants, conditions, products, and yield Reactants: O=C1CN(Cc2ccc(Br)cn2)C(=O)N1, COC(C)(OC)N(C)C, Cc1ccccc1. Product: CN1C(=O)CN(Cc2ccc(Br)cn2)C1=O. As a reaction SMILES: [Br:1][c:2]1[cH:3][cH:4][c:5]([CH2:8][N:9]2[C:10](=[O:15])[NH:11][C:12](=[O:14])[CH2:13]2)[n:6][cH:7]1.[CH3:16][O:17][C:18]([O:19][CH3:20])([N:21]([CH3:22])[CH3:23])[CH3:24].[CH3:25][c:26]1[cH:27][cH:28][cH:29][cH:30][cH:31]1>>[Br:1][c:2]1[cH:3][cH:4][c:5]([CH2:8][N:9]2[C:10](=[O:15])[N:11]([CH3:16])[C:12](=[O:14])[CH2:13]2)[n:6][cH:7]1.